From a dataset of the Open Reaction Database (ORD), a public repository of structured organic reaction records. describe an organic reaction: reactants, conditions, products, and yield Starting materials: COCCOC, CCO, O=c1cc(I)ccn1C1CC1, [Na+], O=C([O-])O, CC(c1ccc(B2OC(C)(C)C(C)(C)O2)cc1)N1CCC(CC(C)(C)O)(C(C)C)OC1=O, c1ccc(P(c2ccccc2)(c2ccccc2)[Pd](P(c2ccccc2)(c2ccccc2)c2ccccc2)(P(c2ccccc2)(c2ccccc2)c2ccccc2)P(c2ccccc2)(c2ccccc2)c2ccccc2)cc1. Product: CC(c1ccc(-c2ccn(C3CC3)c(=O)c2)cc1)N1CCC(CC(C)(C)O)(C(C)C)OC1=O. Reaction SMILES: [CH3:49][O:50][CH2:51][CH2:52][O:53][CH3:54].[CH3:55][CH2:56][OH:57].[CH:1]1([n:4]2[c:5](=[O:11])[cH:6][c:7]([I:10])[cH:8][cH:9]2)[CH2:2][CH2:3]1.[Na+:48].[O-:44][C:45]([OH:46])=[O:47].[OH:12][C:13]([CH2:14][C:15]1([CH:39]([CH3:40])[CH3:41])[CH2:16][CH2:17][N:18]([CH:22]([CH3:23])[c:24]2[cH:25][cH:26][c:27]([B:30]3[O:31][C:32]([CH3:33])([CH3:34])[C:35]([CH3:36])([CH3:37])[O:38]3)[cH:28][cH:29]2)[C:19](=[O:21])[O:20]1)([CH3:42])[CH3:43].[cH:58]1[cH:59][cH:60][c:61]([P:62]([Pd:63]([P:64]([c:65]2[cH:66][cH:67][cH:68][cH:69][cH:70]2)([c:71]2[cH:72][cH:73][cH:74][cH:75][cH:76]2)[c:77]2[cH:78][cH:79][cH:80][cH:81][cH:82]2)([P:83]([c:84]2[cH:85][cH:86][cH:87][cH:88][cH:89]2)([c:90]2[cH:91][cH:92][cH:93][cH:94][cH:95]2)[c:96]2[cH:97][cH:98][cH:99][cH:100][cH:101]2)[P:102]([c:103]2[cH:104][cH:105][cH:106][cH:107][cH:108]2)([c:109]2[cH:110][cH:111][cH:112][cH:113][cH:114]2)[c:115]2[cH:116][cH:117][cH:118][cH:119][cH:120]2)([c:121]2[cH:122][cH:123][cH:124][cH:125][cH:126]2)[c:127]2[cH:128][cH:129][cH:130][cH:131][cH:132]2)[cH:133][cH:134]1>>[CH:1]1([n:4]2[c:5](=[O:11])[cH:6][c:7](-[c:27]3[cH:26][cH:25][c:24]([CH:22]([N:18]4[CH2:17][CH2:16][C:15]([CH2:14][C:13]([OH:12])([CH3:42])[CH3:43])([CH:39]([CH3:40])[CH3:41])[O:20][C:19]4=[O:21])[CH3:23])[cH:29][cH:28]3)[cH:8][cH:9]2)[CH2:2][CH2:3]1. The reactants are O=C([O-])[O-], COC(=O)C1CC(=O)N(c2ccc(O)cc2)C1, CCC(C)=O, CCOC(C)=O, Fc1ccc(CBr)cc1, [K+], [K+]. Yields the product COC(=O)C1CC(=O)N(c2ccc(OCc3ccc(F)cc3)cc2)C1. Reaction SMILES: [C:27](=[O:28])([O-:29])[O-:30].[CH3:1][O:2][C:3](=[O:4])[CH:5]1[CH2:6][N:7]([c:11]2[cH:12][cH:13][c:14]([OH:17])[cH:15][cH:16]2)[C:8](=[O:10])[CH2:9]1.[CH3:33][C:34](=[O:35])[CH2:36][CH3:37].[CH3:38][CH2:39][O:40][C:41](=[O:42])[CH3:43].[F:18][c:19]1[cH:20][cH:21][c:22]([CH2:23][Br:24])[cH:25][cH:26]1.[K+:31].[K+:32]>>[CH3:1][O:2][C:3](=[O:4])[CH:5]1[CH2:6][N:7]([c:11]2[cH:12][cH:13][c:14]([O:17][CH2:23][c:22]3[cH:21][cH:20][c:19]([F:18])[cH:26][cH:25]3)[cH:15][cH:16]2)[C:8](=[O:10])[CH2:9]1. Reactants: ClCCl, O=C(OCc1ccccc1)N1CCC(Oc2ccc3[nH]nc(S(=O)(=O)c4cccc5ccccc45)c3c2)C1, COc1ccccc1, [Na+], [OH-], O=S(=O)(O)C(F)(F)F. Yields the product O=S(=O)(c1cccc2ccccc12)c1n[nH]c2ccc(OC3CCNC3)cc12. Reaction SMILES: [CH2:57]([Cl:58])[Cl:59].[CH2:9]([O:10][C:11](=[O:12])[N:19]1[CH2:20][CH:21]([O:24][c:25]2[cH:26][c:27]3[c:28]([S:34](=[O:35])(=[O:36])[c:37]4[cH:38][cH:39][cH:40][c:41]5[cH:42][cH:43][cH:44][cH:45][c:46]45)[n:29][nH:30][c:31]3[cH:32][cH:33]2)[CH2:22][CH2:23]1)[c:13]1[cH:14][cH:15][cH:16][cH:17][cH:18]1.[CH3:47][O:48][c:49]1[cH:50][cH:51][cH:52][cH:53][cH:54]1.[Na+:56].[OH-:55].[OH:1][S:2]([C:3]([F:4])([F:5])[F:6])(=[O:7])=[O:8]>>[NH:19]1[CH2:20][CH:21]([O:24][c:25]2[cH:26][c:27]3[c:28]([S:34](=[O:35])(=[O:36])[c:37]4[cH:38][cH:39][cH:40][c:41]5[cH:42][cH:43][cH:44][cH:45][c:46]45)[n:29][nH:30][c:31]3[cH:32][cH:33]2)[CH2:22][CH2:23]1. Reactants: C(C)OC(=O)C1=NOC(=N1)C1=CC=C(C=C1)C#N (3-ethoxycarbonyl-5-(4-cyanophenyl)-1,2,4-oxadiazole), C(C)(C)(C)OC(=O)N1CCC(CC1)CCN (2-(1-tert-butoxycarbonylpiperidin-4-yl)ethylamine), C(C)(=O)OCC (ethyl acetate). Solvent: CN(C=O)C (N,N-dimethylformamide). Reaction conditions: temperature 120 celsius. The product is C(C)(C)(C)OC(=O)N1CCC(CC1)CCNC(=O)C1=NOC(=N1)C1=CC=C(C=C1)C#N (3-[{2-(1-tert-butoxycarbonylpiperidin-4-yl)ethyl}carbamoyl]-5-(4-cyanophenyl)-1,2,4-oxadiazole). RXN SMILES: C(O[C:4]([C:6]1[N:10]=[C:9]([C:11]2[CH:16]=[CH:15][C:14]([C:17]#[N:18])=[CH:13][CH:12]=2)[O:8][N:7]=1)=[O:5])C.[C:19]([O:23][C:24]([N:26]1[CH2:31][CH2:30][CH:29]([CH2:32][CH2:33][NH2:34])[CH2:28][CH2:27]1)=[O:25])([CH3:22])([CH3:21])[CH3:20].C(OCC)(=O)C>CN(C)C=O>[C:19]([O:23][C:24]([N:26]1[CH2:31][CH2:30][CH:29]([CH2:32][CH2:33][NH:34][C:4]([C:6]2[N:10]=[C:9]([C:11]3[CH:12]=[CH:13][C:14]([C:17]#[N:18])=[CH:15][CH:16]=3)[O:8][N:7]=2)=[O:5])[CH2:28][CH2:27]1)=[O:25])([CH3:22])([CH3:21])[CH3:20]. Procedure: A mixture of 3-ethoxycarbonyl-5-(4-cyanophenyl)-1,2,4-oxadiazole (2.0 g) and 2-(1-tert-butoxycarbonylpiperidin-4-yl)ethylamine in N,N-dimethylformamide (1 ml) was heated at 120° C. for 5 hours. The mixture was dissolved with ethyl acetate, washed with water, brine, dried over magnesium sulfate and evaporated in vacuo. The residue was recrystallized from ethanol to afford 3-[{2-(1-tert-butoxycarbonylpiperidin-4-yl)ethyl}carbamoyl]-5-(4-cyanophenyl)-1,2,4-oxadiazole (2.6 g). The reactants are CC1(CC=C(C=2C=C(C=CC12)C#CC1=CC=C(C(=O)O)C=C1)C(C)(C)C)C (4-[(7,8-dihydro-8,8-dimethyl-5-(1,1-dimethylethyl)naphth-3-yl)ethynyl]benzoic acid), CC1(CC=C(C=2C=C(C=CC12)C#CC1=CC=C(C(=O)O)C=C1)C(C)(C)C)C (4-[(7,8-dihydro-8,8-dimethyl-5-(1,1-dimethylethyl)naphth-3-yl)ethynyl]benzoic acid), C(CCC)C=1C=2C=C(C=CC2C(CC1)(C)C)C#CC1=CC=C(C(=O)OCC)C=C1 (ethyl 4-[(5-butyl-7,8-dihydro-8,8-dimethylnaphth-3-yl)ethynyl]benzoate), C(CCC)C=1C=2C=C(C=CC2C(CC1)(C)C)C#CC1=CC=C(C(=O)[O-])C=C1 (4-[(5-butyl-7,8-dihydro-8,8-dimethylnaphth-3-yl)ethynyl]benzoate). The product is C(CCC)C=1C=2C=C(C=CC2C(CC1)(C)C)C#CC1=CC=C(C(=O)O)C=C1 (4-[(5-butyl-8,8-dimethyl-7,8-dihydronaphth-3-yl)ethynyl]benzoic acid). RXN SMILES: CC1(C)C2C=CC(C#CC3C=CC(C(O)=O)=CC=3)=CC=2C(C(C)(C)C)=CC1.[CH2:28]([C:32]1[C:33]2[CH:34]=[C:35]([C:44]#[C:45][C:46]3[CH:56]=[CH:55][C:49]([C:50]([O:52]CC)=[O:51])=[CH:48][CH:47]=3)[CH:36]=[CH:37][C:38]=2[C:39]([CH3:43])([CH3:42])[CH2:40][CH:41]=1)[CH2:29][CH2:30][CH3:31].C(C1C2C=C(C#CC3C=CC(C([O-])=O)=CC=3)C=CC=2C(C)(C)CC=1)CCC>>[CH2:28]([C:32]1[C:33]2[CH:34]=[C:35]([C:44]#[C:45][C:46]3[CH:56]=[CH:55][C:49]([C:50]([OH:52])=[O:51])=[CH:48][CH:47]=3)[CH:36]=[CH:37][C:38]=2[C:39]([CH3:42])([CH3:43])[CH2:40][CH:41]=1)[CH2:29][CH2:30][CH3:31]. Procedure: Employing the same general procedure as for the preparation of 4-[(7,8-dihydro-8,8-dimethyl-5-(1,1-dimethylethyl)naphth-3-yl )ethynyl]benzoic acid (Compound 80), 22.6 mg (0.06 mmol) of ethyl 4-[(5-butyl-7,8-dihydro-8,8-dimethylnaphth-3-yl)ethynyl]benzoate (Compound 74) was converted into the title compound using 6.1 mg (0.146 mmol) of LiOH in H2O. Reactants: Ferrous sulfate heptahydrate, C(CCC)O (1-butanol), S(O)(O)(=O)=O (sulfuric acid), aqueous solution, CC[C@@]1(C2=C(COC1=O)C(=O)N3CC=4C=C5C=CC=CC5=NC4C3=C2)O (Camptothecin), OO (hydrogen peroxide). Run at time 4 hour. Reported procedure: Ferrous sulfate heptahydrate (2.8 g, 10.1 m-mol) and 1-butanol (3 ml, 43 m-mol) were dissolved in water (30 ml). Camptothecin (500 mg, 1.43 m-mol) was suspended in the solution and dissolved therein by addition of concentrated sulfuric acid (15 ml). To this solution was added dropwise under ice-cooling and agitation a 30% aqueous solution of hydrogen peroxide (1.1 ml, 10.1 m-mol) in small portions. The agitation was continued for 4 hours at room temperature. The reaction mixture was diluted with... Run in O (water), ice water. The product is CCCC1=C2CN3C(=CC4=C(C3=O)COC(=O)[C@@]4(CC)O)C2=NC5=CC=CC=C51 (7-propylcamptothecin). RXN SMILES: [CH2:1](O)[CH2:2][CH2:3]C.[CH3:6][CH2:7][C@@:8]1([OH:31])[C:13](=[O:14])[O:12][CH2:11][C:10]2[C:15]([N:17]3[C:29](=[CH:30][C:9]1=2)[C:28]1[N:27]=[C:26]2[C:21]([CH:22]=[CH:23][CH:24]=[CH:25]2)=[CH:20][C:19]=1[CH2:18]3)=[O:16].S(=O)(=O)(O)O.OO>O>[CH3:1][CH2:2][CH2:3][C:20]1[C:21]2[C:26](=[CH:25][CH:24]=[CH:23][CH:22]=2)[N:27]=[C:28]2[C:19]=1[CH2:18][N:17]1[C:15](=[O:16])[C:10]3[CH2:11][O:12][C:13]([C@:8]([OH:31])([CH2:7][CH3:6])[C:9]=3[CH:30]=[C:29]12)=[O:14].